Dataset: the Open Reaction Database (ORD), a public repository of structured organic reaction records. Task: describe an organic reaction: reactants, conditions, products, and yield Reactants: CN, O=C1OC(=O)c2ccccc21, O. Product: CN1C(=O)c2ccccc2C1=O. Reaction SMILES: [CH3:12][NH2:13].[O:1]=[C:2]1[O:3][C:4](=[O:5])[c:6]2[cH:7][cH:8][cH:9][cH:10][c:11]21.[OH2:14]>>[O:1]=[C:2]1[c:11]2[c:6]([cH:7][cH:8][cH:9][cH:10]2)[C:4](=[O:3])[N:13]1[CH3:12]. Starting materials: CS(C)=O, C[S+](C)(C)=O, CCOC(=O)C=Cc1cccn2nc(C)nc12, [H-], [I-], [Na+], O. Yields the product CCOC(=O)C1CC1c1cccn2nc(C)nc12. Reaction SMILES: [CH3:27][S:28](=[O:29])[CH3:30].[CH3:4][S+:5]([CH3:6])([CH3:7])=[O:8].[CH3:9][c:10]1[n:11][n:12]2[c:13]([c:14]([CH:18]=[CH:19][C:20](=[O:21])[O:22][CH2:23][CH3:24])[cH:15][cH:16][cH:17]2)[n:25]1.[H-:1].[I-:3].[Na+:2].[OH2:26]>>[CH2:4]1[CH:18]([c:14]2[c:13]3[n:12]([n:11][c:10]([CH3:9])[n:25]3)[cH:17][cH:16][cH:15]2)[CH:19]1[C:20](=[O:21])[O:22][CH2:23][CH3:24]. Starting materials: Cl.C(=O)(OC)C1NC2CCC1C2 (3-carbomethoxy-2-azabicyclo[2.2.1]heptane hydrochloride), C(=O)(OC)CCC(C(=O)O)C (4-carbomethoxy-2-methylbutanoic acid), C(C)N1CCOCC1 (N-ethylmorpholine), ON1N=NC2=C1C=CC=C2 (1-hydroxybenzotriazole), C1(CCCCC1)N=C=NC1CCCCC1 (dicyclohexylcarbodiimide). Run in O1CCCC1 (tetrahydrofuran), C(C)(=O)OCC (ethyl acetate). Product: C(=O)(OC)C1N(C2CCC1C2)C(C(CCC(=O)OC)C)=O (3-carbomethoxy-2-(4-carbomethoxy-2-methylbutanoyl)-2-azabicyclo[2.2.1]heptane). Yield: 57.4%. As a reaction SMILES: Cl.[C:2]([CH:6]1[CH:11]2[CH2:12][CH:8]([CH2:9][CH2:10]2)[NH:7]1)([O:4][CH3:5])=[O:3].[C:13]([CH2:17][CH2:18][CH:19]([CH3:23])[C:20](O)=[O:21])([O:15][CH3:16])=[O:14].C(N1CCOCC1)C.ON1C2C=CC=CC=2N=N1.C1(N=C=NC2CCCCC2)CCCCC1>C(OCC)(=O)C.O1CCCC1>[C:2]([CH:6]1[CH:11]2[CH2:12][CH:8]([CH2:9][CH2:10]2)[N:7]1[C:20](=[O:21])[CH:19]([CH3:23])[CH2:18][CH2:17][C:13]([O:15][CH3:16])=[O:14])([O:4][CH3:5])=[O:3] |f:0.1|. Procedure details: A mixture of 3.83 g (0.02 m) of 3-carbomethoxy-2-azabicyclo[2.2.1]heptane hydrochloride from Example 1, 3.29 g (0.02 m) of 4-carbomethoxy-2-methylbutanoic acid, 2.3 g of N-ethylmorpholine, 5.4 g of 1-hydroxybenzotriazole, 4.13 g of dicyclohexylcarbodiimide and 60 ml of dry tetrahydrofuran was prepared with cooling and stirring, then, allowed to stir at room temperature for 18 hours. The mixture was filtered. The filtrate was evaporated to give a syrup which was dissolved in ethyl acetate and was...